Task: describe an organic reaction: reactants, conditions, products, and yield. Dataset: the Open Reaction Database (ORD), a public repository of structured organic reaction records Reactants: C(=O)(C(F)(F)F)OC(=O)C(F)(F)F (TFAA), ClC1=NC=CC(=C1)[N+](=O)[O-] (2-chloro-4-nitropyridine), OO.NC(=O)N (urea hydrogen peroxide). Solvent: C(Cl)Cl (CH2Cl2). Run at time 30 minute. The product is ClC1=[N+](C=CC(=C1)[N+](=O)[O-])[O-] (2-Chloro-4-nitropyridine 1-oxide). The yield is 94.5%. As a reaction SMILES: C(OC(C(F)(F)F)=O)(C(F)(F)F)=[O:2].[Cl:14][C:15]1[CH:20]=[C:19]([N+:21]([O-:23])=[O:22])[CH:18]=[CH:17][N:16]=1.OO.NC(N)=O>C(Cl)Cl>[Cl:14][C:15]1[CH:20]=[C:19]([N+:21]([O-:23])=[O:22])[CH:18]=[CH:17][N+:16]=1[O-:2] |f:2.3|. Procedure: TFAA (6.15 ml, 43.5 mmol) was slowly added to a solution of 2-chloro-4-nitropyridine (3.45 g, 21.76 mmol) and urea hydrogen peroxide (4.30 g, 45.7 mmol) in CH2Cl2 at 0° C. under N2. The reaction was stirred for 30 min and then allowed to warm up to RT for 4 h. NH3 gas was bubbled into the mixture for 5 min and then the organic layer was washed with sat. NaHCO3, dried over Na2SO4, filtered and concentrated. The residue was purified by chromatography on silica gel eluted with 0-2% 2M NH3 solution ...